Dataset: the Open Reaction Database (ORD), a public repository of structured organic reaction records. Task: describe an organic reaction: reactants, conditions, products, and yield Reactants: O=C(NCc1ccccc1)c1cc(Cl)c(O)c(S(=O)(=O)N(Cc2ccc(F)cc2)Cc2cccc(-c3ccc(Cl)cc3)c2)c1, Fc1ccc(CNCc2ccc(Oc3ccc(C(F)(F)F)cc3)cc2)cc1, O=C(O)c1cc(Cl)ccc1O. Product: O=C(O)c1cc(Cl)cc(S(=O)(=O)N(Cc2ccc(F)cc2)Cc2ccc(Oc3ccc(C(F)(F)F)cc3)cc2)c1O. Reaction SMILES: [CH2:28]([NH:29][C:30](=[O:31])[c:32]1[cH:33][c:34]([S:43]([N:35]([CH2:36][c:37]2[cH:38][c:39](-[c:40]3[cH:41][cH:42][c:44]([Cl:45])[cH:46][cH:47]3)[cH:48][cH:49][cH:50]2)[CH2:51][c:52]2[cH:53][cH:54][c:55]([F:56])[cH:57][cH:58]2)(=[O:67])=[O:68])[c:59]([OH:60])[c:61]([Cl:62])[cH:63]1)[c:64]1[cH:65][cH:66][cH:69][cH:70][cH:71]1.[F:1][c:2]1[cH:3][cH:4][c:5]([CH2:6][NH:7][CH2:8][c:9]2[cH:10][cH:11][c:12]([O:15][c:16]3[cH:17][cH:18][c:19]([C:22]([F:23])([F:24])[F:25])[cH:20][cH:21]3)[cH:13][cH:14]2)[cH:26][cH:27]1.[OH:72][C:73](=[O:74])[c:75]1[cH:76][c:77]([Cl:78])[cH:79][cH:80][c:81]1[OH:82]>>[F:1][c:2]1[cH:3][cH:4][c:5]([CH2:6][N:7]([CH2:8][c:9]2[cH:10][cH:11][c:12]([O:15][c:16]3[cH:17][cH:18][c:19]([C:22]([F:23])([F:24])[F:25])[cH:20][cH:21]3)[cH:13][cH:14]2)[S:43](=[O:67])(=[O:68])[c:80]2[cH:79][c:77]([Cl:78])[cH:76][c:75]([C:73]([OH:72])=[O:74])[c:81]2[OH:82])[cH:26][cH:27]1.